Dataset: the Open Reaction Database (ORD), a public repository of structured organic reaction records. Task: describe an organic reaction: reactants, conditions, products, and yield Reactants: CCCCP(CCCC)CCCC, Cc1ccccc1, Cn1c(CO)nc2cc(Cl)cnc21, O=C(N=NC(=O)N1CCCCC1)N1CCCCC1, O=C1SC(Cc2ccc(O)cc2)C(=O)N1C(c1ccccc1)(c1ccccc1)c1ccccc1. Product: Cn1c(COc2ccc(CC3SC(=O)N(C(c4ccccc4)(c4ccccc4)c4ccccc4)C3=O)cc2)nc2cc(Cl)cnc21. RXN SMILES: [CH2:48]([P:49]([CH2:50][CH2:51][CH2:52][CH3:53])[CH2:54][CH2:55][CH2:56][CH3:57])[CH2:58][CH2:59][CH3:60].[CH3:79][c:80]1[cH:81][cH:82][cH:83][cH:84][cH:85]1.[Cl:1][c:2]1[cH:3][c:4]2[c:5]([n:6][cH:7]1)[n:8]([CH3:13])[c:9]([CH2:11][OH:12])[n:10]2.[N:61]([C:62]([N:63]1[CH2:64][CH2:65][CH2:66][CH2:67][CH2:68]1)=[O:69])=[N:70][C:71]([N:72]1[CH2:73][CH2:74][CH2:75][CH2:76][CH2:77]1)=[O:78].[OH:14][c:15]1[cH:16][cH:17][c:18]([CH2:19][CH:20]2[C:21](=[O:45])[N:22]([C:26]([c:27]3[cH:28][cH:29][cH:30][cH:31][cH:32]3)([c:33]3[cH:34][cH:35][cH:36][cH:37][cH:38]3)[c:39]3[cH:40][cH:41][cH:42][cH:43][cH:44]3)[C:23](=[O:25])[S:24]2)[cH:46][cH:47]1>>[Cl:1][c:2]1[cH:3][c:4]2[c:5]([n:6][cH:7]1)[n:8]([CH3:13])[c:9]([CH2:11][O:12][c:15]1[cH:16][cH:17][c:18]([CH2:19][CH:20]3[C:21](=[O:45])[N:22]([C:26]([c:27]4[cH:28][cH:29][cH:30][cH:31][cH:32]4)([c:33]4[cH:34][cH:35][cH:36][cH:37][cH:38]4)[c:39]4[cH:40][cH:41][cH:42][cH:43][cH:44]4)[C:23](=[O:25])[S:24]3)[cH:46][cH:47]1)[n:10]2.